Dataset: the Open Reaction Database (ORD), a public repository of structured organic reaction records. Task: describe an organic reaction: reactants, conditions, products, and yield Reaction SMILES: [CH3:34][O:35][CH2:36][C:37](=[O:38])[OH:39].[CH:2]([c:3]1[cH:4][cH:5][cH:6][cH:7][cH:8]1)([c:9]1[cH:10][cH:11][cH:12][cH:13][cH:14]1)[CH:15]1[CH2:16][NH:17][CH2:18][CH2:19][CH:20]1[O:21][CH2:22][c:23]1[cH:24][c:25]([F:33])[cH:26][c:27]([C:29]([F:30])([F:31])[F:32])[cH:28]1.[ClH:1]>>[CH:2]([c:3]1[cH:4][cH:5][cH:6][cH:7][cH:8]1)([c:9]1[cH:10][cH:11][cH:12][cH:13][cH:14]1)[CH:15]1[CH2:16][N:17]([C:37]([CH2:36][O:35][CH3:34])=[O:38])[CH2:18][CH2:19][CH:20]1[O:21][CH2:22][c:23]1[cH:24][c:25]([F:33])[cH:26][c:27]([C:29]([F:30])([F:31])[F:32])[cH:28]1. Reactants: COCC(=O)O, Fc1cc(COC2CCNCC2C(c2ccccc2)c2ccccc2)cc(C(F)(F)F)c1, Cl. The product is COCC(=O)N1CCC(OCc2cc(F)cc(C(F)(F)F)c2)C(C(c2ccccc2)c2ccccc2)C1. Reported procedure: A stirred solution of 8 g of 2-amino-N-methyl-α-(3-methyl-2-thienyl)benzeneethanamine in 40 ml of N,N-dimethylformamide was treated with a solution of 6.41 g of N-chlorosuccinimide in 40 ml of N,N-dimethylformamide and then stirred at room temperature for 8 hours. Evaporation of the volatiles afforded an oil which was decanted into 100 ml of water, basified with 30 ml of 10% aqueous sodium hydroxide and extracted with dichloromethane (2×100 ml). The extract was washed with water (2×100 ml), drie... Yield: 11.5%. The product is NC1=C(C=C(C=C1)Cl)CC(NC)C=1SC=CC1C (2-amino-5-chloro-N-methyl-α-(3-methyl-2-thienyl)benzeneethanamine). Run in CN(C=O)C (N,N-dimethylformamide), CN(C=O)C (N,N-dimethylformamide), C(C)OCC (diethyl ether). Reaction SMILES: [NH2:1][C:2]1[CH:7]=[CH:6][CH:5]=[CH:4][C:3]=1[CH2:8][CH:9]([C:12]1[S:13][CH:14]=[CH:15][C:16]=1[CH3:17])[NH:10][CH3:11].[Cl:18]N1C(=O)CCC1=O>CN(C)C=O.C(OCC)C>[NH2:1][C:2]1[CH:7]=[CH:6][C:5]([Cl:18])=[CH:4][C:3]=1[CH2:8][CH:9]([C:12]1[S:13][CH:14]=[CH:15][C:16]=1[CH3:17])[NH:10][CH3:11]. Run at time 8 hour. The reactants are NC1=C(C=CC=C1)CC(NC)C=1SC=CC1C (2-amino-N-methyl-α-(3-methyl-2-thienyl)benzeneethanamine), ClN1C(CCC1=O)=O (N-chlorosuccinimide). The reactants are C(CCC)(=O)C(C(=O)OCC)=COCC (ethyl 2-butyryl-3-ethoxyacrylate), NC1=CC=CC=C1 (aniline). Run in petroleum ether. Product: C(CCC)(=O)C(C(=O)OCC)=CNC1=CC=CC=C1 (ethyl 2-butyryl-3-(phenylamino)acrylate). Yield: 68.9%. As a reaction SMILES: [C:1]([C:6](=[CH:12]OCC)[C:7]([O:9][CH2:10][CH3:11])=[O:8])(=[O:5])[CH2:2][CH2:3][CH3:4].[NH2:16][C:17]1[CH:22]=[CH:21][CH:20]=[CH:19][CH:18]=1>>[C:1]([C:6](=[CH:12][NH:16][C:17]1[CH:22]=[CH:21][CH:20]=[CH:19][CH:18]=1)[C:7]([O:9][CH2:10][CH3:11])=[O:8])(=[O:5])[CH2:2][CH2:3][CH3:4]. Procedure details: A mixture of ethyl 2-butyryl-3-ethoxyacrylate (95 g, 0.4 mol) and aniline (36 ml, 0.4 mol) was heated at reflux for 30 minutes, then cooled, diluted with petroleum ether, and left to crystallise at -20° overnight. Filtration and washing gave ethyl 2-butyryl-3-(phenylamino)acrylate (72 g, 60%) as a mixture of E and Z isomers. Reaction SMILES: [CH3:10][N:11]1[n:12]2[c:13]([cH:22][cH:23][cH:24]2)[CH:14]=[N:15][c:16]2[c:17]1[cH:18][cH:19][n:20][cH:21]2.[Cl-:25].[Cl:1][CH:2]1[CH2:3][CH2:4][N:5]([CH3:8])[CH2:6][CH2:7]1.[Mg:9].[NH4+:26].[O:27]1[CH2:28][CH2:29][CH2:30][CH2:31]1>>[CH:2]1([CH:14]2[c:13]3[n:12]([cH:24][cH:23][cH:22]3)[N:11]([CH3:10])[c:17]3[c:16]([cH:21][n:20][cH:19][cH:18]3)[NH:15]2)[CH2:3][CH2:4][N:5]([CH3:8])[CH2:6][CH2:7]1. Product: CN1CCC(C2Nc3cnccc3N(C)n3cccc32)CC1. The reactants are CN1c2ccncc2N=Cc2cccn21, [Cl-], CN1CCC(Cl)CC1, [Mg], [NH4+], C1CCOC1. The reactants are CCOC(C)=O, COC(=O)C(CCS(C)(=O)=O)NC(=O)c1cccc2cc([N+](=O)[O-])ccc12. Yields the product COC(=O)C(CCS(C)(=O)=O)NC(=O)c1cccc2cc(N)ccc12. Reaction SMILES: [CH3:28][CH2:29][O:30][C:31](=[O:32])[CH3:33].[N+:1]([O-:2])(=[O:3])[c:4]1[cH:5][c:6]2[cH:7][cH:8][cH:9][c:10]([C:14](=[O:15])[NH:16][CH:17]([C:18](=[O:19])[O:20][CH3:21])[CH2:22][CH2:23][S:24](=[O:25])(=[O:26])[CH3:27])[c:11]2[cH:12][cH:13]1>>[NH2:1][c:4]1[cH:5][c:6]2[cH:7][cH:8][cH:9][c:10]([C:14](=[O:15])[NH:16][CH:17]([C:18](=[O:19])[O:20][CH3:21])[CH2:22][CH2:23][S:24](=[O:25])(=[O:26])[CH3:27])[c:11]2[cH:12][cH:13]1. The reactants are NCCSCC1=NC=CC=C1OCC (2-(2-Aminoethylthiomethyl)-3-ethoxypyridine), C(#N)N=C(SC)SC (dimethyl N-cyanodithioimidocarbonate). The solvent is C(C)O (ethanol), C(C)O (ethanol). Run at time 8 hour. Yields the product C(#N)NC(SC)=NCCSCC1=NC=CC=C1OCC (N-cyano-N'-[2-((3-ethoxy-2-pyridyl)methylthio)ethyl]-S-methylisothiourea). The yield is 95.7%. Reaction SMILES: [NH2:1][CH2:2][CH2:3][S:4][CH2:5][C:6]1[C:11]([O:12][CH2:13][CH3:14])=[CH:10][CH:9]=[CH:8][N:7]=1.[C:15]([N:17]=[C:18](SC)[S:19][CH3:20])#[N:16]>C(O)C>[C:15]([NH:17][C:18](=[N:1][CH2:2][CH2:3][S:4][CH2:5][C:6]1[C:11]([O:12][CH2:13][CH3:14])=[CH:10][CH:9]=[CH:8][N:7]=1)[S:19][CH3:20])#[N:16]. Reported procedure: 2-(2-Aminoethylthiomethyl)-3-ethoxypyridine (1.0 g) in ethanol (10 cc) was added over 45 minutes to a stirred solution of dimethyl N-cyanodithioimidocarbonate (0.690 g) in ethanol (5 cc) at room temperature. The mixture was allowed to stand overnight at room temperature, nitrogen was bubbled through the solution for one hour, and the mixture was allowed to crystallise to give N-cyano-N'-[2-((3-ethoxy-2-pyridyl)methylthio)ethyl]-S-methylisothiourea (1.4 g) m.p. 98°-99°. Yields the product CCCCCCCC (octane), C1CC12NCCNC2 (4,7-diazaspiro[2,5]octane), crude product. Starting materials: O (water), [OH-].[Na+] (sodium hydroxide), O (water), [H-].[Al+3].[Li+].[H-].[H-].[H-] (lithium aluminum hydride), C1CC12NC(CNC2=O)=O (4,7-Diazaspiro[2,5]octane-5,8-dione). Solvent: O1CCCC1 (tetrahydrofuran). Procedure: 350 mg of compound 24 was suspended in 200 ml of dry tetrahydrofuran followed by the addition of 0.6 g of lithium aluminum hydride. The mixture was refluxed for 14 hours. To this reaction mixture was then added 0.6 g of water, 0.6 g of 15% aqueous sodium hydroxide and 1.8 g of water in the order mentioned under ice-cooling and the resulting precipitate was removed by filtration. The precipitate was thoroughly washed with tetrahydrofuran and ether and the washings and the filtrate were combined. ... As a reaction SMILES: [CH2:1]1[C:3]2([C:8](=O)[NH:7][CH2:6][C:5](=O)[NH:4]2)[CH2:2]1.[H-].[Al+3].[Li+].[H-].[H-].[H-].O.[OH-].[Na+]>O1CCCC1>[CH3:2][CH2:1][CH2:3][CH2:8][CH2:2][CH2:1][CH2:3][CH3:8].[CH2:2]1[C:3]2([CH2:8][NH:7][CH2:6][CH2:5][NH:4]2)[CH2:1]1 |f:1.2.3.4.5.6,8.9|.